Task: describe an organic reaction: reactants, conditions, products, and yield. Dataset: the Open Reaction Database (ORD), a public repository of structured organic reaction records The reactants are C(C#C)Br (2-propynyl bromide), CNC=1SC2=C(N1)C=CC=C2 (2-Methylaminobenzothiazole), CCCCCC (hexane), C(CCC)[Li] (butyl lithium), resultant mixture. Solvent: C(Cl)(Cl)Cl (chloroform), O1CCCC1 (tetrahydrofuran). Conditions: temperature -78 celsius, time 8 hour. The product is CN(C#CC)C=1SC2=C(N1)C=CC=C2 (2-(N-methyl-N-propynylamino)benzothiazole). Isolated yield 84.0%. Reaction SMILES: [CH3:1][NH:2][C:3]1[S:4][C:5]2[CH:11]=[CH:10][CH:9]=[CH:8][C:6]=2[N:7]=1.[CH3:12][CH2:13][CH2:14]CCC.C([Li])CCC.C(Br)C#C>O1CCCC1.C(Cl)(Cl)Cl>[CH3:1][N:2]([C:3]1[S:4][C:5]2[CH:11]=[CH:10][CH:9]=[CH:8][C:6]=2[N:7]=1)[C:12]#[C:13][CH3:14]. Reported procedure: 2-Methylaminobenzothiazole (c) (14.0 g) was dissolved in anhydrous tetrahydrofuran (250 ml) and a hexane solution (73 ml) of butyl lithium (6.53 g) was added thereto at -78° C. with stirring. The mixture was stirred for 1.5 hours under cooling and 2-propynyl bromide (8.4 ml) was dropwise added thereto. The resultant mixture was allowed to stand at room temperature overnight and then evaporated to remove the solvent. After addition of water, the residue was extracted with ether. The extract was w... Reactants: O (Water), ClC1=NC(=C2N=CNC2=N1)Cl (2,6-dichloro-9H-purine), IC(C)C (2-iodopropane), [H-].[Na+] (sodium hydride). The solvent is CN(C)C=O (DMF). Reaction conditions: temperature 10 celsius, time 1 hour. Product: ClC1=NC(=C2N=CN(C2=N1)C(C)C)Cl (2,6-dichloro-9-isopropyl-9H-purine). Reaction SMILES: [Cl:1][C:2]1[N:10]=[C:9]2[C:5]([N:6]=[CH:7][NH:8]2)=[C:4]([Cl:11])[N:3]=1.[H-].[Na+].I[CH:15]([CH3:17])[CH3:16].O>CN(C=O)C>[Cl:1][C:2]1[N:10]=[C:9]2[C:5]([N:6]=[CH:7][N:8]2[CH:15]([CH3:17])[CH3:16])=[C:4]([Cl:11])[N:3]=1 |f:1.2|. Procedure details: To 2,6-dichloro-9H-purine (a) (998 g, 5.28 mol) dissolved in anhydrous DMF (5.0 L) was added sodium hydride (60% dispersion, 254 g, 6.35 mol) with stirring at 10° C. over 1 hr. 2-iodopropane (1595 g) was added and the mixture was stirred at rt for 24 hr. Water (5.0 L) was added, and the resulting solid precipitate was collected and washed with water (500 ml) and heptane (2×2.5 L). The crude solid was crystallized from isopropyl acetate (2.1 L) to provide the title compound as a solid. The product is C(#N)C1=CC=C(CNC(C(OC)C2=C(C(=CC(=C2)OCC)OCC)F)=O)C=C1 ((RS)-N-(4-cyano-benzyl)-2-(3,5-diethoxy-2-fluoro-phenyl)-2-methoxy-acetamide). Reaction SMILES: [CH2:1]([O:3][C:4]1[C:5]([F:19])=[C:6]([CH:13]([O:17][CH3:18])[C:14]([OH:16])=O)[CH:7]=[C:8]([O:10][CH2:11][CH3:12])[CH:9]=1)[CH3:2].[NH2:20][CH2:21][C:22]1[CH:29]=[CH:28][C:25]([C:26]#[N:27])=[CH:24][CH:23]=1>>[C:21]([C:22]1[CH:29]=[CH:28][C:25]([CH2:26][NH:27][C:14](=[O:16])[CH:13]([C:6]2[CH:7]=[C:8]([O:10][CH2:11][CH3:12])[CH:9]=[C:4]([O:3][CH2:1][CH3:2])[C:5]=2[F:19])[O:17][CH3:18])=[CH:24][CH:23]=1)#[N:20]. Starting materials: C(C)OC=1C(=C(C=C(C1)OCC)C(C(=O)O)OC)F ((RS)-(3,5-Diethoxy-2-fluoro-phenyl)-methoxy-acetic acid), NCC1=CC=C(C#N)C=C1 (4-aminomethyl benzonitrile). Procedure details: (RS)-(3,5-Diethoxy-2-fluoro-phenyl)-methoxy-acetic acid was coupled with 4-aminomethyl benzonitrile according to general procedure B to give (RS)-N-(4-cyano-benzyl)-2-(3,5-diethoxy-2-fluoro-phenyl)-2-methoxy-acetamide. Light yellow oil. MS 387.3 ([M+H]+) Product: C(C)C1=NN(C(=C1)O)C (3-Ethyl-1-methyl-1H-pyrazol-5-ol). RXN SMILES: [CH3:1][NH:2][NH2:3].O=[C:5]([CH2:12][CH3:13])[CH2:6][C:7](OCC)=[O:8]>CO>[CH2:12]([C:5]1[CH:6]=[C:7]([OH:8])[N:2]([CH3:1])[N:3]=1)[CH3:13]. Reactants: CNN (Methylhydrazine), O=C(CC(=O)OCC)CC (ethyl 3-oxopentanoate). Reported procedure: Methylhydrazine (31.6 g, 0.687 mol) in methanol (100 mL) was added dropwise to a solution of ethyl 3-oxopentanoate (100 g, 0.694 mol) in methanol (280 mL) over a period of 45 min, during which time the temperature increased to 45° C. The reaction mixture was then allowed to stir at room temperature overnight and then evaporated, affording 84.5 g (97%) of the crude title product. Reaction conditions: temperature 45 celsius, time 8 hour. Solvent: CO (methanol), CO (methanol). Isolated yield 97.5%.